Dataset: the Open Reaction Database (ORD), a public repository of structured organic reaction records. Task: describe an organic reaction: reactants, conditions, products, and yield Starting materials: ClCc1ccc2c(c1)OCO2, CNCCO, ClCCl. Yields the product CN(CCO)Cc1ccc2c(c1)OCO2. As a reaction SMILES: [CH2:6]1[O:7][c:8]2[cH:9][c:10]([CH2:11][Cl:12])[cH:13][cH:14][c:15]2[O:16]1.[CH3:1][NH:2][CH2:3][CH2:4][OH:5].[Cl:17][CH2:18][Cl:19]>>[CH3:1][N:2]([CH2:3][CH2:4][OH:5])[CH2:11][c:10]1[cH:9][c:8]2[c:15]([cH:14][cH:13]1)[O:16][CH2:6][O:7]2. The reactants are NC=1C(=NC(=C(N1)N)Cl)C(=O)\N=C/1\NC2(CN1)CCN(CC2)C(CCC2=CC=C(OCC(=O)O)C=C2)=O ([4-(3-{2-[(E)-3,5-Diamino-6-chloro-pyrazine-2-carbonylimino]-1,3,8-triaza-spiro[4.5]dec-8-yl}-3-oxo-propyl)-phenoxy]-acetic acid), ClCC(=O)N(CCC)CCC (2-chloro-N,N-dipropyl-acetamide), C(O)([O-])=O.[Na+] (sodium hydrogen carbonate). The solvent is CN(C)C=O (DMF), O (water), C(Cl)Cl (DCM). Run at temperature 70 celsius. Product: C(CC)N(C(=O)COC(COC1=CC=C(C=C1)CCC(=O)N1CCC2(CN\C(\N2)=N/C(=O)C2=NC(=C(N=C2N)N)Cl)CC1)=O)CCC ([4-(3-{2-[(E)-3,5-Diamino-6-chloro-pyrazine-2-carbonylimino]-1,3,8-triaza-spiro[4.5]dec-8-yl}-3-oxo-propyl)-phenoxy]-acetic acid dipropylcarbamoylmethyl ester). Reaction SMILES: [NH2:1][C:2]1[C:3]([C:10](/[N:12]=[C:13]2/[NH:14][C:15]3([CH2:22][CH2:21][N:20]([C:23](=[O:37])[CH2:24][CH2:25][C:26]4[CH:36]=[CH:35][C:29]([O:30][CH2:31][C:32]([OH:34])=[O:33])=[CH:28][CH:27]=4)[CH2:19][CH2:18]3)[CH2:16][NH:17]/2)=[O:11])=[N:4][C:5]([Cl:9])=[C:6]([NH2:8])[N:7]=1.Cl[CH2:39][C:40]([N:42]([CH2:46][CH2:47][CH3:48])[CH2:43][CH2:44][CH3:45])=[O:41].C(=O)([O-])O.[Na+]>CN(C=O)C.O.C(Cl)Cl>[CH2:43]([N:42]([CH2:46][CH2:47][CH3:48])[C:40]([CH2:39][O:33][C:32](=[O:34])[CH2:31][O:30][C:29]1[CH:28]=[CH:27][C:26]([CH2:25][CH2:24][C:23]([N:20]2[CH2:21][CH2:22][C:15]3([NH:14]/[C:13](=[N:12]/[C:10]([C:3]4[C:2]([NH2:1])=[N:7][C:6]([NH2:8])=[C:5]([Cl:9])[N:4]=4)=[O:11])/[NH:17][CH2:16]3)[CH2:18][CH2:19]2)=[O:37])=[CH:36][CH:35]=1)=[O:41])[CH2:44][CH3:45] |f:2.3|. Procedure: A solution of [4-(3-{2-[(E)-3,5-Diamino-6-chloro-pyrazine-2-carbonylimino]-1,3,8-triaza-spiro[4.5]dec-8-yl}-3-oxo-propyl)-phenoxy]-acetic acid (Step 1) (811 mg, 1.53 mmol) in DMF (30 ml) was treated with 2-chloro-N,N-dipropyl-acetamide (813 mg, 4.59 mmol) and sodium hydrogen carbonate (808 mg, 8.92 mmol). The reaction mixture was heated at 70° C. for 7 days. The reaction was allowed to cool to RT and diluted with water (100 ml). A white precipitate formed which was extracted into EtOAc (2×75 ml)...